This data is from the Open Reaction Database (ORD), a public repository of structured organic reaction records. The task is: describe an organic reaction: reactants, conditions, products, and yield Reactants: C(C)OC(=O)C1=C(C=2C(=CN=CC2)C(N1C)=O)C1=CC=C(C=C1)F (4-(4-fluorophenyl)-1,2-dihydro-2-methyl-1-oxo-3-pyrido[3,4-c]pyridinecarboxylic acid ethyl ester), [OH-].[Na+] (sodium hydroxide). The product is FC1=CC=C(C=C1)C1=C(N(C(C2=CN=CC=C21)=O)C)C(=O)O (4-(4-Fluorophenyl)-1,2-dihydro-2-methyl-1-oxo-3-pyrido [3,4-c]pyridinecarboxylic acid). RXN SMILES: C([O:3][C:4]([C:6]1[N:15]([CH3:16])[C:14](=[O:17])[C:9]2=[CH:10][N:11]=[CH:12][CH:13]=[C:8]2[C:7]=1[C:18]1[CH:23]=[CH:22][C:21]([F:24])=[CH:20][CH:19]=1)=[O:5])C.[OH-].[Na+]>>[F:24][C:21]1[CH:20]=[CH:19][C:18]([C:7]2[C:8]3[C:9](=[CH:10][N:11]=[CH:12][CH:13]=3)[C:14](=[O:17])[N:15]([CH3:16])[C:6]=2[C:4]([OH:5])=[O:3])=[CH:23][CH:22]=1 |f:1.2|. Procedure: Employing the compound obtained in Step 3 and an aqueous solution of sodium hydroxide, substantially the same reaction and process as in Reference Example 2, Step 4 were conducted to give the above-titled compound as colorless crystals. Reactants: O=C(O)c1cc(Oc2ccc(C(F)(F)F)cc2Cl)ccc1Cl, O=S(=O)(Cl)Cl. Product: O=C(Cl)c1cc(Oc2ccc(C(F)(F)F)cc2Cl)ccc1Cl. Reaction SMILES: [Cl:1][c:2]1[c:3]([C:4](=[O:5])[OH:6])[cH:7][c:8]([O:11][c:12]2[c:13]([Cl:22])[cH:14][c:15]([C:18]([F:19])([F:20])[F:21])[cH:16][cH:17]2)[cH:9][cH:10]1.[S:23]([Cl:24])(=[O:25])([Cl:26])=[O:27]>>[Cl:1][c:2]1[c:3]([C:4](=[O:6])[Cl:26])[cH:7][c:8]([O:11][c:12]2[c:13]([Cl:22])[cH:14][c:15]([C:18]([F:19])([F:20])[F:21])[cH:16][cH:17]2)[cH:9][cH:10]1. The reactants are Cc1ccc(C2CNCCN2)s1, CCn1cc(C(=O)O)c(=O)c2cc(F)c(Cl)cc21, c1ccncc1. Product: CCn1cc(C(=O)O)c(=O)c2cc(F)c(N3CCNC(c4ccc(C)s4)C3)cc21. RXN SMILES: [CH3:1][c:2]1[cH:3][cH:4][c:5]([CH:7]2[NH:8][CH2:9][CH2:10][NH:11][CH2:12]2)[s:6]1.[Cl:13][c:14]1[c:15]([F:30])[cH:16][c:17]2[c:18](=[O:29])[c:19]([C:26](=[O:27])[OH:28])[cH:20][n:21]([CH2:24][CH3:25])[c:22]2[cH:23]1.[cH:31]1[cH:32][cH:33][n:34][cH:35][cH:36]1>>[CH3:1][c:2]1[cH:3][cH:4][c:5]([CH:7]2[NH:8][CH2:9][CH2:10][N:11]([c:14]3[c:15]([F:30])[cH:16][c:17]4[c:18](=[O:29])[c:19]([C:26](=[O:27])[OH:28])[cH:20][n:21]([CH2:24][CH3:25])[c:22]4[cH:23]3)[CH2:12]2)[s:6]1. The reactants are BrC1=CC2=C(CC(NN=C2C2=CC=C(C=C2)[N+](=O)[O-])C)C=C1 (8-Bromo-4-methyl-1-(4-nitrophenyl)-4,5-dihydro-3H-2,3-benzodiazepine), CN=C=O (methyl isocyanate), crude product. Solvent: C(C)O (ethanol). Product: BrC1=CC2=C(CC(N(N=C2C2=CC=C(C=C2)[N+](=O)[O-])C(NC)=O)C)C=C1 (8-Bromo-4-methyl-3-methylcarbamoyl-1-(4-nitrophenyl)-4,5-dihydro-3H-2,3-benzodiazepine). The yield is 84.0%. As a reaction SMILES: [Br:1][C:2]1[CH:22]=[CH:21][C:5]2[CH2:6][CH:7]([CH3:20])[NH:8][N:9]=[C:10]([C:11]3[CH:16]=[CH:15][C:14]([N+:17]([O-:19])=[O:18])=[CH:13][CH:12]=3)[C:4]=2[CH:3]=1.[CH3:23][N:24]=[C:25]=[O:26]>C(O)C>[Br:1][C:2]1[CH:22]=[CH:21][C:5]2[CH2:6][CH:7]([CH3:20])[N:8]([C:25](=[O:26])[NH:24][CH3:23])[N:9]=[C:10]([C:11]3[CH:12]=[CH:13][C:14]([N+:17]([O-:19])=[O:18])=[CH:15][CH:16]=3)[C:4]=2[CH:3]=1. Procedure details: 0.84 g (2.33 mmoles) of 8-bromo-4-methyl-1-(4-nitrophenyl)-4,5-dihydro-3H-2,3-benzodiazepine (prepared in Example 22, Step D) are reacted with methyl isocyanate according to the method of Example 3. The crude product is suspended in 5 ml of hot ethanol. After filtration and drying, 0.82 g (84%) of the title compound are obtained. M.p.: 197°-200° C. Reactants: CCOC(=O)c1cn(Cc2ccccc2)nc1OCc1ccc(OCc2nc(-c3ccco3)oc2C)c(OCOC)c1, CCO, CCOC(C)=O, Cl, C1CCOC1. Yields the product CCOC(=O)c1cn(Cc2ccccc2)nc1OCc1ccc(OCc2nc(-c3ccco3)oc2C)c(O)c1. RXN SMILES: [CH2:1]([c:2]1[cH:3][cH:4][cH:5][cH:6][cH:7]1)[n:8]1[n:9][c:10]([O:18][CH2:19][c:20]2[cH:21][c:22]([O:39][CH2:40][O:41][CH3:42])[c:23]([O:26][CH2:27][c:28]3[n:29][c:30](-[c:34]4[o:35][cH:36][cH:37][cH:38]4)[o:31][c:32]3[CH3:33])[cH:24][cH:25]2)[c:11]([C:13](=[O:14])[O:15][CH2:16][CH3:17])[cH:12]1.[CH3:49][CH2:50][OH:51].[CH3:52][CH2:53][O:54][C:55](=[O:56])[CH3:57].[ClH:43].[O:44]1[CH2:45][CH2:46][CH2:47][CH2:48]1>>[CH2:1]([c:2]1[cH:3][cH:4][cH:5][cH:6][cH:7]1)[n:8]1[n:9][c:10]([O:18][CH2:19][c:20]2[cH:21][c:22]([OH:39])[c:23]([O:26][CH2:27][c:28]3[n:29][c:30](-[c:34]4[o:35][cH:36][cH:37][cH:38]4)[o:31][c:32]3[CH3:33])[cH:24][cH:25]2)[c:11]([C:13](=[O:14])[O:15][CH2:16][CH3:17])[cH:12]1. Reactants: C(#N)[BH3-].[Na+] (sodium cyanoborohydride), ClC=1C(=C(C=CC1)NC1=NC=NC2=CC(=C(C=C12)CNC1C(NCCC1)=O)OC)F (3-[({4-[(3-chloro-2-fluorophenyl)amino]-7-methoxyquinazolin-6-yl}methyl)amino]piperidin-2-one), C=O (para-formaldehyde), S(=O)(=O)([O-])[O-].[Mg+2] (magnesium sulfate). The solvent is CO (methanol). Conditions: temperature 50 celsius. The product is ClC=1C(=C(C=CC1)NC1=NC=NC2=CC(=C(C=C12)CN(C1C(NCCC1)=O)C)OC)F (3-[({4-[(3-chloro-2-fluorophenyl)amino]-7-methoxyquinazolin-6-yl}methyl)(methyl)amino]piperidin-2-one). Isolated yield 61.5%. RXN SMILES: [Cl:1][C:2]1[C:3]([F:30])=[C:4]([NH:8][C:9]2[C:18]3[C:13](=[CH:14][C:15]([O:28][CH3:29])=[C:16]([CH2:19][NH:20][CH:21]4[CH2:26][CH2:25][CH2:24][NH:23][C:22]4=[O:27])[CH:17]=3)[N:12]=[CH:11][N:10]=2)[CH:5]=[CH:6][CH:7]=1.C=O.S([O-])([O-])(=O)=O.[Mg+2].[C:39]([BH3-])#N.[Na+]>CO>[Cl:1][C:2]1[C:3]([F:30])=[C:4]([NH:8][C:9]2[C:18]3[C:13](=[CH:14][C:15]([O:28][CH3:29])=[C:16]([CH2:19][N:20]([CH3:39])[CH:21]4[CH2:26][CH2:25][CH2:24][NH:23][C:22]4=[O:27])[CH:17]=3)[N:12]=[CH:11][N:10]=2)[CH:5]=[CH:6][CH:7]=1 |f:2.3,4.5|. Procedure: 3-[({4-[(3-chloro-2-fluorophenyl)amino]-7-methoxyquinazolin-6-yl}methyl)amino]piperidin-2-one (160 mg, 0.37 mmol prepared as described in Example 10), para-formaldehyde (112 mg, 3.72 mmol) and magnesium sulfate (90 mg, 0.74 mmol) were stirred in methanol (15 ml) and sodium cyanoborohydride (94 mg, 1.49 mmol) added. The mixture was heated at 50° C. for 1.5 hours, cooled, filtered and concentrated under reduced pressure. The resulting material was purified by flash chromatography on silica, elutin... The reactants are CC(CO)Nc1nc(Nc2ccc(S(C)=O)cc2)ncc1Br, C[Si](C)(C)CCS(=O)(=O)N=C1CCCC[IH2]1c1ccccc1, CC#N. The product is CC(CO)Nc1nc(Nc2ccc(S(C)(=O)=NS(=O)(=O)CC[Si](C)(C)C)cc2)ncc1Br. As a reaction SMILES: [Br:1][c:2]1[c:3]([NH:18][CH:19]([CH2:20][OH:21])[CH3:22])[n:4][c:5]([NH:8][c:9]2[cH:10][cH:11][c:12]([S:15](=[O:16])[CH3:17])[cH:13][cH:14]2)[n:6][cH:7]1.[CH3:23][Si:24]([CH2:25][CH2:26][S:27](=[O:28])(=[O:29])[N:30]=[C:31]1[CH2:32][CH2:33][CH2:34][CH2:35][IH2:36]1[c:37]1[cH:38][cH:39][cH:40][cH:41][cH:42]1)([CH3:43])[CH3:44].[CH3:45][C:46]#[N:47]>>[Br:1][c:2]1[c:3]([NH:18][CH:19]([CH2:20][OH:21])[CH3:22])[n:4][c:5]([NH:8][c:9]2[cH:10][cH:11][c:12]([S:15](=[O:16])([CH3:17])=[N:30][S:27]([CH2:26][CH2:25][Si:24]([CH3:23])([CH3:43])[CH3:44])(=[O:28])=[O:29])[cH:13][cH:14]2)[n:6][cH:7]1.